Dataset: the Open Reaction Database (ORD), a public repository of structured organic reaction records. Task: describe an organic reaction: reactants, conditions, products, and yield The reactants are BrC1=CC=C2C(=CN(C2=C1)C)C(C(=O)OC)=O (methyl (6-bromo-1-methyl-1H-indol-3-yl)-glyoxylate), CN1C=C(C2=CC=C(C=C12)C1CCNC1)CC(=O)N ((1-methyl-6-pyrrolidin-4-yl-1H-indol-3-yl)acetamide). The product is BrC1=CC=C2C(=CN(C2=C1)C)C=1C(NC(C1C1=CN(C2=CC(=CC=C12)N1CCCC1)C)=O)=O (3-(6-Bromo-1-methyl-1H-indol-3-yl)-4-(1-methyl-6-pyrrolidin-1-yl-1H-indol-3-yl)pyrrole-2,5-dione). The yield is 84.6%. Reaction SMILES: [Br:1][C:2]1[CH:10]=[C:9]2[C:5]([C:6]([C:12](=O)[C:13]([O:15]C)=O)=[CH:7][N:8]2[CH3:11])=[CH:4][CH:3]=1.[CH3:18][N:19]1[C:27]2[C:22](=[CH:23][CH:24]=[C:25](C3CNCC3)[CH:26]=2)[C:21]([CH2:33][C:34]([NH2:36])=[O:35])=[CH:20]1>>[Br:1][C:2]1[CH:10]=[C:9]2[C:5]([C:6]([C:12]3[C:13](=[O:15])[NH:36][C:34](=[O:35])[C:33]=3[C:21]3[C:22]4[C:27](=[CH:26][C:25]([N:8]5[CH2:9][CH2:5][CH2:6][CH2:7]5)=[CH:24][CH:23]=4)[N:19]([CH3:18])[CH:20]=3)=[CH:7][N:8]2[CH3:11])=[CH:4][CH:3]=1. Procedure details: 3-(6-Bromo-1-methyl-1H-indol-3-yl)-4-(1-methyl-6-pyrrolidin-1-yl-1H-indol-3-yl)pyrrole-2,5-dione (49 mg, 46%) was prepared from methyl (6-bromo-1-methyl-1H-indol-3-yl)-glyoxylate (68 mg, 0.23 mmol) and (1-methyl-6-pyrrolidin-4-yl-1H-indol-3-yl)acetamide (54 mg, 0.21 mmol). The solvent is C(C)#N (acetonitrile). Yields the product CC(C(=O)NCC1(CN(CC1)CC1=CC=CC=C1)C)NC(OC(C)(C)C)=O ([1-Methyl-2-[[(3-methyl-1-(phenylmethyl)-3-pyrrolidinyl)methyl]amino]-2-oxoethyl]carbamic acid, 1,1-dimethylethyl ester). The reactants are C(C)(C)(C)OC(=O)N[C@@H](C)C(=O)O (t-butoxycarbonyl-L-alanine), C(=O)(N1C=NC=C1)N1C=NC=C1 (1,1'-carbonyldiimidazole), CC1(CN(CC1)CC1=CC=CC=C1)CN (3-methyl-1-(phenylmethyl)-3-pyrrolidinemethanamine). Conditions: time 1 hour. Procedure details: A solution of 14.1 g (75 mmole) of t-butoxycarbonyl-L-alanine in 135 ml of dry acetonitrile was treated with 12.5 g (77 mmol) of 1,1'-carbonyldiimidazole. After stirring at room temperature for one hour and gas evolution had ceased, the reaction mixture was heated at 60° for one hour cooled to room temperature and treated with 14.2 g (70 mmol) of 3-methyl-1-(phenylmethyl)-3-pyrrolidinemethanamine. The reaction mixture was stirred at room temperature for 18 hours and the solvent was removed in va... Yield: 90.9%. As a reaction SMILES: [C:1]([O:5][C:6]([NH:8][C@H:9]([C:11]([OH:13])=O)[CH3:10])=[O:7])([CH3:4])([CH3:3])[CH3:2].C(N1C=CN=C1)(N1C=CN=C1)=O.[CH3:26][C:27]1([CH2:39][NH2:40])[CH2:31][CH2:30][N:29]([CH2:32][C:33]2[CH:38]=[CH:37][CH:36]=[CH:35][CH:34]=2)[CH2:28]1>C(#N)C>[CH3:10][CH:9]([NH:8][C:6](=[O:7])[O:5][C:1]([CH3:2])([CH3:3])[CH3:4])[C:11]([NH:40][CH2:39][C:27]1([CH3:26])[CH2:31][CH2:30][N:29]([CH2:32][C:33]2[CH:38]=[CH:37][CH:36]=[CH:35][CH:34]=2)[CH2:28]1)=[O:13]. The reactants are crude residue, BrC(C(=O)OC)CC=1C=NC2=CC(=CC=C2C1)OCC=1N=C(OC1C)C1=CC=CC=C1 (methyl 2-bromo-3-[7-(5-methyl-2-phenyl-4-oxazolylmethoxy)-3-quinolyl]propionate), NC(=S)N (thiourea), C(C)(=O)[O-].[Na+] (sodium acetate). The solvent is C(C)O (ethanol). Yields the product CC1=C(N=C(O1)C1=CC=CC=C1)COC1=CC=C2C=C(C=NC2=C1)CC1C(NC(S1)=N)=O (5-[[7-(5-methyl-2-phenyl-4-oxazolylmethoxy)-3-quinolyl]methyl]-2-iminothiazolidin-4-one). As a reaction SMILES: Br[CH:2]([CH2:7][C:8]1[CH:9]=[N:10][C:11]2[C:16]([CH:17]=1)=[CH:15][CH:14]=[C:13]([O:18][CH2:19][C:20]1[N:21]=[C:22]([C:26]3[CH:31]=[CH:30][CH:29]=[CH:28][CH:27]=3)[O:23][C:24]=1[CH3:25])[CH:12]=2)[C:3]([O:5]C)=O.[NH2:32][C:33]([NH2:35])=[S:34].C([O-])(=O)C.[Na+]>C(O)C>[CH3:25][C:24]1[O:23][C:22]([C:26]2[CH:31]=[CH:30][CH:29]=[CH:28][CH:27]=2)=[N:21][C:20]=1[CH2:19][O:18][C:13]1[CH:12]=[C:11]2[C:16]([CH:17]=[C:8]([CH2:7][CH:2]3[S:34][C:33](=[NH:32])[NH:35][C:3]3=[O:5])[CH:9]=[N:10]2)=[CH:15][CH:14]=1 |f:2.3|. Procedure details: In ethanol (10 mL) was dissolved the crude residue (300 mg) of methyl 2-bromo-3-[7-(5-methyl-2-phenyl-4-oxazolylmethoxy)-3-quinolyl]propionate. The solution was heated under reflux for 5 hours after addition of thiourea (47 mg, 0.62 mmol.) and sodium acetate (51 mg, 0.62 mmol.). The reactants are O(C1=CC=CC=C1)CC(=O)NC1[C@@H]2N(C(C(CS2)(Br)C)C(=O)OC)C1=O (methyl 7-(2-phenoxyacetamido)-3-methyl-3-bromocepham-4-carboxylate), C(C)(=O)[O-].[Na+] (sodium acetate). The solvent is C(C)#N (acetonitrile). The product is O(C1=CC=CC=C1)CC(=O)NC1[C@@H]2N(C(=C(CS2)C)C(=O)OC)C1=O (methyl 7-(2-phenoxyacetamido)-3-methyl-3-cephem-4-carboxylate). The yield is 23.3%. As a reaction SMILES: [O:1]([CH2:8][C:9]([NH:11][CH:12]1[C:25](=[O:26])[N:14]2[CH:15]([C:21]([O:23][CH3:24])=[O:22])[C:16]([CH3:20])(Br)[CH2:17][S:18][C@H:13]12)=[O:10])[C:2]1[CH:7]=[CH:6][CH:5]=[CH:4][CH:3]=1.C([O-])(=O)C.[Na+]>C(#N)C>[O:1]([CH2:8][C:9]([NH:11][CH:12]1[C:25](=[O:26])[N:14]2[C:15]([C:21]([O:23][CH3:24])=[O:22])=[C:16]([CH3:20])[CH2:17][S:18][C@H:13]12)=[O:10])[C:2]1[CH:7]=[CH:6][CH:5]=[CH:4][CH:3]=1 |f:1.2|. Reported procedure: A mixture of methyl 7-(2-phenoxyacetamido)-3-methyl-3-bromocepham-4-carboxylate (210 mg.) in acetonitrile 5 cc) and anhydrous sodium acetate (100 mg.) was heated under reflux for 6.5 hours. The reaction mixture was concentrated under reduced pressure and the residue was dissolved in ethyl acetate. The solution washed with water, dried and then concentrated. The residue was crystalized from a mixture of ether and methanol to yield crystals (40 mg.) of methyl 7-(2-phenoxyacetamido)-3-methyl-3-ceph... Yields the product Cc1c(COCc2ccccc2)oc(=O)c(C)c1O. As a reaction SMILES: [C:8](=[O:9])([CH3:10])[O:11][c:12]1[c:13]([CH3:29])[c:14](=[O:28])[o:15][c:16]([CH2:19][O:20][CH2:21][c:22]2[cH:23][cH:24][cH:25][cH:26][cH:27]2)[c:17]1[CH3:18].[CH3:30][OH:31].[K+:1].[K+:2].[O-:3][C:4]([O-:5])=[O:6].[OH2:7]>>[OH:11][c:12]1[c:13]([CH3:29])[c:14](=[O:28])[o:15][c:16]([CH2:19][O:20][CH2:21][c:22]2[cH:23][cH:24][cH:25][cH:26][cH:27]2)[c:17]1[CH3:18]. Starting materials: CC(=O)Oc1c(C)c(COCc2ccccc2)oc(=O)c1C, CO, [K+], [K+], O=C([O-])[O-], O. Reactants: CC(C)(C)[Mg+], CCCCc1nc(C#N)c(C#N)[nH]1, ClCCl, CCOC(C)=O, CCOCC, [Cl-], [K+], O=S(=O)([O-])O. Product: CCCCc1nc(C(=O)C(C)(C)C)c(C#N)[nH]1. RXN SMILES: [C:15]([CH3:16])([CH3:17])([CH3:18])[Mg+:19].[CH2:1]([CH2:2][CH2:3][CH3:4])[c:5]1[nH:6][c:7]([C:12]#[N:13])[c:8]([C:10]#[N:11])[n:9]1.[CH2:32]([Cl:33])[Cl:34].[CH3:20][CH2:21][O:22][C:23](=[O:24])[CH3:25].[CH3:35][CH2:36][O:37][CH2:38][CH3:39].[Cl-:14].[K+:31].[S:26]([O-:27])([OH:28])(=[O:29])=[O:30]>>[CH2:1]([CH2:2][CH2:3][CH3:4])[c:5]1[n:6][c:7]([C:12]([C:15]([CH3:16])([CH3:17])[CH3:18])=[O:22])[c:8]([C:10]#[N:11])[nH:9]1. Starting materials: CC(C)(Cc1ccccc1)OC(=O)CC(=O)CC(O)CBr, CC(C)(Cc1ccccc1)OC(=O)CC(=O)CC(O)CCl. Yields the product CC(C)(Cc1ccccc1)OC(=O)CC(O)CC(O)CBr. Reaction SMILES: [Br:1][CH2:2][CH:3]([CH2:4][C:5]([CH2:6][C:7](=[O:8])[O:9][C:10]([CH2:11][c:12]1[cH:13][cH:14][cH:15][cH:16][cH:17]1)([CH3:18])[CH3:19])=[O:20])[OH:21].[Cl:22][CH2:23][CH:24]([OH:25])[CH2:26][C:27](=[O:28])[CH2:29][C:30]([O:31][C:32]([CH3:33])([CH3:34])[CH2:35][c:36]1[cH:37][cH:38][cH:39][cH:40][cH:41]1)=[O:42]>>[Br:1][CH2:2][CH:3]([CH2:4][CH:5]([CH2:6][C:7](=[O:8])[O:9][C:10]([CH2:11][c:12]1[cH:13][cH:14][cH:15][cH:16][cH:17]1)([CH3:18])[CH3:19])[OH:20])[OH:21].